From a dataset of the Open Reaction Database (ORD), a public repository of structured organic reaction records. describe an organic reaction: reactants, conditions, products, and yield The reactants are C(C1=CC=CC=C1)(C1=CC=CC=C1)=N (Benzophenone imine), BrC1=C(C=CC=C1)Cl (2-bromochlorobenzene), CC(C)([O-])C.[Na+] (sodium tert-butoxide). The reagents and catalysts are C=1C=CC(=CC1)/C=C/C(=O)/C=C/C2=CC=CC=C2.C=1C=CC(=CC1)/C=C/C(=O)/C=C/C2=CC=CC=C2.C=1C=CC(=CC1)/C=C/C(=O)/C=C/C2=CC=CC=C2.[Pd].[Pd] (tris(dibenzylideneacetone)dipalladium), C1(=CC=CC=C1)P(C1=C(C=CC=C1)OC1=C(C=CC=C1)P(C1=CC=CC=C1)C1=CC=CC=C1)C1=CC=CC=C1 (bis(2-(diphenylphosphino)phenyl)ether). Solvent: C1(=CC=CC=C1)C (toluene), C1(=CC=CC=C1)C (toluene). Reaction conditions: time 5 minute. Product: C1(=CC=CC=C1)C(=NC1=C(C=CC=C1)Cl)C1=CC=CC=C1 (N-(Diphenylmethylene)-2-chloroaniline). Yield: 71.3%. As a reaction SMILES: [C:1](=[NH:14])([C:8]1[CH:13]=[CH:12][CH:11]=[CH:10][CH:9]=1)[C:2]1[CH:7]=[CH:6][CH:5]=[CH:4][CH:3]=1.Br[C:16]1[CH:21]=[CH:20][CH:19]=[CH:18][C:17]=1[Cl:22].CC(C)([O-])C.[Na+]>C1C=CC(/C=C/C(/C=C/C2C=CC=CC=2)=O)=CC=1.C1C=CC(/C=C/C(/C=C/C2C=CC=CC=2)=O)=CC=1.C1C=CC(/C=C/C(/C=C/C2C=CC=CC=2)=O)=CC=1.[Pd].[Pd].C1(P(C2C=CC=CC=2)C2C=CC=CC=2OC2C=CC=CC=2P(C2C=CC=CC=2)C2C=CC=CC=2)C=CC=CC=1.C1(C)C=CC=CC=1>[C:2]1([C:1]([C:8]2[CH:9]=[CH:10][CH:11]=[CH:12][CH:13]=2)=[N:14][C:16]2[CH:21]=[CH:20][CH:19]=[CH:18][C:17]=2[Cl:22])[CH:7]=[CH:6][CH:5]=[CH:4][CH:3]=1 |f:2.3,4.5.6.7.8|. Reported procedure: An oven-dried test tube was charged with tris(dibenzylideneacetone)dipalladium (4.6 mg, 0.005 mmol) and bis(2-(diphenylphosphino)phenyl)ether [DPE-phos] (8.2 mg, 0.015 mmol), capped with a rubber septum, evacuated, and refilled with argon. Benzophenone imine (190 mg, 1.05 mmol), 2-bromochlorobenzene (191 mg, 1.0 mmol) and toluene (2 mL) were added via syringe. The resulting solution was stirred at rt for 5 minutes. The tube was opened and sodium tert-butoxide (135 mg, 1.4 mmol) was added. The tu... The reactants are CCOC(=O)c1c(NC(=O)C2C(C)(C)C2(C)C)sc2c1CCCC2, NCCO. Yields the product CC1(C)C(C(=O)Nc2sc3c(c2C(=O)NCCO)CCCC3)C1(C)C. Reaction SMILES: [CH3:1][C:2]1([CH3:24])[CH:3]([C:7](=[O:8])[NH:9][c:10]2[s:11][c:12]3[c:13]([c:14]2[C:15](=[O:16])[O:17][CH2:18][CH3:19])[CH2:20][CH2:21][CH2:22][CH2:23]3)[C:4]1([CH3:5])[CH3:6].[NH2:25][CH2:26][CH2:27][OH:28]>>[CH3:1][C:2]1([CH3:24])[CH:3]([C:7](=[O:8])[NH:9][c:10]2[s:11][c:12]3[c:13]([c:14]2[C:15](=[O:16])[NH:25][CH2:26][CH2:27][OH:28])[CH2:20][CH2:21][CH2:22][CH2:23]3)[C:4]1([CH3:5])[CH3:6]. The reactants are COc1ccc(-c2n[nH]c3ccc(C#N)cc23)cc1, CCO, Cl, [Na+], [OH-], O, OO. Product: COc1ccc(-c2n[nH]c3ccc(C(N)=O)cc23)cc1. As a reaction SMILES: [CH3:1][O:2][c:3]1[cH:4][cH:5][c:6](-[c:9]2[n:10][nH:11][c:12]3[cH:13][cH:14][c:15]([C:18]#[N:19])[cH:16][c:17]23)[cH:7][cH:8]1.[CH3:26][CH2:27][OH:28].[ClH:24].[Na+:23].[OH-:22].[OH2:25].[OH:20][OH:21]>>[CH3:1][O:2][c:3]1[cH:4][cH:5][c:6](-[c:9]2[n:10][nH:11][c:12]3[cH:13][cH:14][c:15]([C:18]([NH2:19])=[O:20])[cH:16][c:17]23)[cH:7][cH:8]1. The reactants are C1(CCCC1)C[C@@H](C(=O)N)C1=CC(=C(C=C1)Cl)Cl (3-cyclopentyl-2(R)-(3,4-dichloro-phenyl)-propionamide), C(C)N=C=O (ethyl isocyanate). The solvent is C1(=CC=CC=C1)C (toluene). The product is hexanes ethyl acetate, C1(CCCC1)C[C@@H](C(=O)NC(=O)NCC)C1=CC(=C(C=C1)Cl)Cl (1-[3-cyclopentyl-2(R)-(3,4-dichloro-phenyl)-propionyl]-3-ethyl-urea). Yield: 42.0%. RXN SMILES: [CH:1]1([CH2:6][C@H:7]([C:11]2[CH:16]=[CH:15][C:14]([Cl:17])=[C:13]([Cl:18])[CH:12]=2)[C:8]([NH2:10])=[O:9])[CH2:5][CH2:4][CH2:3][CH2:2]1.[CH2:19]([N:21]=[C:22]=[O:23])[CH3:20]>C1(C)C=CC=CC=1>[CH:1]1([CH2:6][C@H:7]([C:11]2[CH:16]=[CH:15][C:14]([Cl:17])=[C:13]([Cl:18])[CH:12]=2)[C:8]([NH:10][C:22]([NH:21][CH2:19][CH3:20])=[O:23])=[O:9])[CH2:5][CH2:4][CH2:3][CH2:2]1. Reported procedure: A solution of 3-cyclopentyl-2(R)-(3,4-dichloro-phenyl)-propionamide (prepared in Example 13, 103 mg, 0.36 mmol) in toluene (10 mL) was treated with ethyl isocyanate (40 μL, 0.54 mmol). The resulting reaction mixture was heated under reflux for 24 h. The reaction mixture was then concentrated in vacuo. Flash chromatography (Merck Silica gel 60, 230-400 mesh, 4/1 hexanes/ethyl acetate) afforded 1-[3-cyclopentyl-2(R)-(3,4-dichloro-phenyl)-propionyl]-3-ethyl-urea (54 mg, 42%) as a white foam: [α]235... Starting materials: CC(C)(C)OC(=O)NCc1ccco1, ClCCl, O=S(=O)=O, c1ccncc1. Product: CC(C)(C)OC(=O)NCc1ccc(S(=O)(=O)O)o1. RXN SMILES: [C:1]([CH3:2])([CH3:3])([CH3:4])[O:5][C:6](=[O:7])[NH:8][CH2:9][c:10]1[o:11][cH:12][cH:13][cH:14]1.[Cl:25][CH2:26][Cl:27].[S:15](=[O:16])(=[O:17])=[O:18].[n:19]1[cH:20][cH:21][cH:22][cH:23][cH:24]1>>[C:1]([CH3:2])([CH3:3])([CH3:4])[O:5][C:6](=[O:7])[NH:8][CH2:9][c:10]1[o:11][c:12]([S:15](=[O:16])(=[O:17])[OH:18])[cH:13][cH:14]1. The reactants are C(C)N(CC)CC1=C(C(=C2C(=N1)SC=1CNCCC12)C1=CC(=C(C=C1)OC)OC)C(=O)OCC (ethyl 2-(N,N-diethylaminomethyl)-4-(3,4-dimethoxyphenyl)-5,6,7,8-tetrahydrothieno-[2,3-b:5,4-c']dipyridine-3-carboxylate). The reagents and catalysts are [O-2].[O-2].[Mn+4] (manganese dioxide). The solvent is C1(=CC=CC=C1)C (toluene). Reaction conditions: time 11.5 hour. The product is C(C)N(CC)CC1=C(C(=C2C(=N1)SC1=CN=CC=C12)C1=CC(=C(C=C1)OC)OC)C(=O)OCC (ethyl 2-(N,N-diethylaminomethyl)-4-(3,4-dimethoxyphenyl)thieno[2,3-b:5,4-c']dipyridine-3-carboxylate). Isolated yield 30.8%. As a reaction SMILES: [CH2:1]([N:3]([CH2:6][C:7]1[N:12]=[C:11]2[S:13][C:14]3[CH2:15][NH:16][CH2:17][CH2:18][C:19]=3[C:10]2=[C:9]([C:20]2[CH:25]=[CH:24][C:23]([O:26][CH3:27])=[C:22]([O:28][CH3:29])[CH:21]=2)[C:8]=1[C:30]([O:32][CH2:33][CH3:34])=[O:31])[CH2:4][CH3:5])[CH3:2]>[O-2].[O-2].[Mn+4].C1(C)C=CC=CC=1>[CH2:4]([N:3]([CH2:6][C:7]1[N:12]=[C:11]2[S:13][C:14]3[C:19]([C:10]2=[C:9]([C:20]2[CH:25]=[CH:24][C:23]([O:26][CH3:27])=[C:22]([O:28][CH3:29])[CH:21]=2)[C:8]=1[C:30]([O:32][CH2:33][CH3:34])=[O:31])=[CH:18][CH:17]=[N:16][CH:15]=3)[CH2:1][CH3:2])[CH3:5] |f:1.2.3|. Procedure: A mixture of the compound obtained in Example 5A (10.16 g), activated manganese dioxide (30.93 g) and toluene (200 ml) was stirred under refluxing conditions for 11.5 hours. The reaction mixture was filtered; the filtrate was concentrated under reduced pressure. The residue was subjected to silica gel column chromatography and eluted with ethyl acetate-hexane-methanol (20:20:1, v/v) to yield ethyl 2-(N,N-diethylaminomethyl)-4-(3,4-dimethoxyphenyl)thieno[2,3-b:5,4-c']dipyridine-3-carboxylate (for... The reactants are ClCC1=NC(=CC=C1)SC1CCC1 (2-Chloromethyl-6-cyclobutylsulfanyl-pyridine), C(C)OC(=O)C1C(C1)CC1=CC(=C(C(=C1)F)O)F (2-(3,5-difluoro-4-hydroxy-benzyl]-cyclopropane carboxylic acid ethyl ester). Yields the product C1(CCC1)SC1=CC=CC(=N1)COC1=C(C=C(CC2C(C2)C(=O)O)C=C1F)F (2-[4-(6-cyclobutylsulfanyl-pyridin-2-ylmethoxy)-3,5-difluoro-benzyl]-cyclopropane carboxylic acid). Isolated yield 64.1%. As a reaction SMILES: Cl[CH2:2][C:3]1[CH:8]=[CH:7][CH:6]=[C:5]([S:9][CH:10]2[CH2:13][CH2:12][CH2:11]2)[N:4]=1.C([O:16][C:17]([CH:19]1[CH2:21][CH:20]1[CH2:22][C:23]1[CH:28]=[C:27]([F:29])[C:26]([OH:30])=[C:25]([F:31])[CH:24]=1)=[O:18])C>>[CH:10]1([S:9][C:5]2[N:4]=[C:3]([CH2:2][O:30][C:26]3[C:25]([F:31])=[CH:24][C:23]([CH2:22][CH:20]4[CH2:21][CH:19]4[C:17]([OH:18])=[O:16])=[CH:28][C:27]=3[F:29])[CH:8]=[CH:7][CH:6]=2)[CH2:13][CH2:12][CH2:11]1. Reported procedure: 2-Chloromethyl-6-cyclobutylsulfanyl-pyridine (0.021 g, 0.10 mmol) obtained in Step C of Preparation Example 37 and 2-(3,5-difluoro-4-hydroxy-benzyl]-cyclopropane carboxylic acid ethyl ester (0.024 g, 0.10 mmol) obtained in Step D of Preparation Example 49 were used to react sequentially in the same manner as in Steps A and B of Example 1 to obtain the title compound (0.026 g, 66%). Reactants: CC=1C=C2C(N(C(C2=CC1C)=O)C=1C=NC=CC1)CCOS(=O)(=O)C (5,6-Dimethyl-2-(3-pyridyl)-3-mesyloxyethylisoindolin-1-one). The solvent is C(CC)N (n-propylamine). The product is CC=1C=C2C(N(C(C2=CC1C)=O)C=1C=NC=CC1)CCNCCC (5,6-dimethyl-2(3-pyridyl)-3[2-(propylamino)ethyl]isoindolin-1-one). Yield: 169.6%. Reaction SMILES: [CH3:1][C:2]1[CH:3]=[C:4]2[C:8](=[CH:9][C:10]=1[CH3:11])[C:7](=[O:12])[N:6]([C:13]1[CH:14]=[N:15][CH:16]=[CH:17][CH:18]=1)[CH:5]2[CH2:19][CH2:20]OS(C)(=O)=O>C(N)CC>[CH3:1][C:2]1[CH:3]=[C:4]2[C:8](=[CH:9][C:10]=1[CH3:11])[C:7](=[O:12])[N:6]([C:13]1[CH:14]=[N:15][CH:16]=[CH:17][CH:18]=1)[CH:5]2[CH2:19][CH2:20][NH:6][CH2:5][CH2:4][CH3:3]. Procedure: 5,6-Dimethyl-2-(3-pyridyl)-3-mesyloxyethylisoindolin-1-one (0.11 g, 0.31 mmol) was stirred in n-propylamine (3 ml) at 25° C. for 6 hrs. The reaction solution was concentrated under reduced pressure, and the residue was purified by silica gel chromatography (chloroform:methanol=15:1) to give 85 mg of the title compound. Procedure details: The cyclopentyl-{2-[3-(2,3-dichloro-phenyl)-2,5-dimethyl-pyrazolo[1,5-a]pyrimidin-7-ylamino]-ethyl}-carbamic acid tert-butyl ester (21 mg, 0.040 mmol) was stirred for 1 hour in 2:1 ethanol/concentrated aqueous hydrochloric acid (1.5 mL), concentrated under reduced pressure, and then concentrated 2 additional times from ethanol to give the title compound (17 mg, 94%): +APcI MS (M+1)+ 418; 1H NMR (methanol-d4) δ: 7.69 (d, 1H), 7.50-7.40 (m, 2H), 6.78 (s, 1H), 4.06 (br s, 2H), 3.63 (br m, 1H), 3.42... The yield is 186.9%. Run in C(C)O (ethanol). The product is Cl.C1(CCCC1)NCCNC1=CC(=NC=2N1N=C(C2C2=C(C(=CC=C2)Cl)Cl)C)C (N-Cyclopentyl-N′-[3-(2,3-dichloro-phenyl)-2,5-dimethyl-pyrazolo[1,5-a]pyrimidin-7-yl]-ethane-1,2-diamine hydrochloride salt). Starting materials: C(C)(C)(C)OC(N(CCNC1=CC(=NC=2N1N=C(C2C2=C(C(=CC=C2)Cl)Cl)C)C)C2CCCC2)=O (cyclopentyl-{2-[3-(2,3-dichloro-phenyl)-2,5-dimethyl-pyrazolo[1,5-a]pyrimidin-7-ylamino]-ethyl}-carbamic acid tert-butyl ester). As a reaction SMILES: C(OC(=O)[N:7]([CH:30]1[CH2:34][CH2:33][CH2:32][CH2:31]1)[CH2:8][CH2:9][NH:10][C:11]1[N:16]2[N:17]=[C:18]([CH3:28])[C:19]([C:20]3[CH:25]=[CH:24][CH:23]=[C:22]([Cl:26])[C:21]=3[Cl:27])=[C:15]2[N:14]=[C:13]([CH3:29])[CH:12]=1)(C)(C)C>C(O)C>[ClH:26].[CH:30]1([NH:7][CH2:8][CH2:9][NH:10][C:11]2[N:16]3[N:17]=[C:18]([CH3:28])[C:19]([C:20]4[CH:25]=[CH:24][CH:23]=[C:22]([Cl:26])[C:21]=4[Cl:27])=[C:15]3[N:14]=[C:13]([CH3:29])[CH:12]=2)[CH2:31][CH2:32][CH2:33][CH2:34]1 |f:2.3|. The reactants are C1CCNCC1, CC(C)(C)OC(=O)C(CSC(c1ccccc1)(c1ccccc1)c1ccccc1)NC(=O)OCc1cccc2c1Cc1ccccc1-2, CN(C)C=O. The product is CC(C)(C)OC(=O)C(N)CSC(c1ccccc1)(c1ccccc1)c1ccccc1. As a reaction SMILES: [CH2:48]1[CH2:49][CH2:50][NH:51][CH2:52][CH2:53]1.[CH3:1][C:2]([CH3:3])([CH3:4])[O:5][C:6]([CH:7]([NH:8][C:9]([O:10][CH2:11][c:12]1[c:13]2[c:21]([cH:22][cH:23][cH:24]1)-[c:16]1[c:15]([cH:20][cH:19][cH:18][cH:17]1)[CH2:14]2)=[O:25])[CH2:26][S:27][C:28]([c:29]1[cH:30][cH:31][cH:32][cH:33][cH:34]1)([c:35]1[cH:36][cH:37][cH:38][cH:39][cH:40]1)[c:41]1[cH:42][cH:43][cH:44][cH:45][cH:46]1)=[O:47].[O:54]=[CH:55][N:56]([CH3:57])[CH3:58]>>[CH3:1][C:2]([CH3:3])([CH3:4])[O:5][C:6]([CH:7]([NH2:8])[CH2:26][S:27][C:28]([c:29]1[cH:30][cH:31][cH:32][cH:33][cH:34]1)([c:35]1[cH:36][cH:37][cH:38][cH:39][cH:40]1)[c:41]1[cH:42][cH:43][cH:44][cH:45][cH:46]1)=[O:47].